Dataset: the Open Reaction Database (ORD), a public repository of structured organic reaction records. Task: describe an organic reaction: reactants, conditions, products, and yield Starting materials: Br, O=C([O-])O, c1ccc2c(c1)CCNC2, COc1ccc(C(=O)Cl)cc1OC, [K+], CCCN1CCc2c(N)cccc2C1, c1ccccc1. The product is CCCN1CCc2c(cccc2NC(=O)c2ccc(OC)c(OC)c2)C1. As a reaction SMILES: [BrH:1].[C:16](=[O:17])([OH:18])[O-:19].[CH2:34]1[c:35]2[c:36]([cH:37][cH:38][cH:39][cH:40]2)[CH2:41][CH2:42][NH:43]1.[CH3:21][O:22][c:23]1[cH:24][c:25]([C:26](=[O:27])[Cl:28])[cH:29][cH:30][c:31]1[O:32][CH3:33].[K+:20].[NH2:2][c:3]1[c:4]2[c:9]([cH:10][cH:11][cH:12]1)[CH2:8][N:7]([CH2:13][CH2:14][CH3:15])[CH2:6][CH2:5]2.[cH:44]1[cH:45][cH:46][cH:47][cH:48][cH:49]1>>[NH:2]([c:3]1[c:4]2[c:9]([cH:10][cH:11][cH:12]1)[CH2:8][N:7]([CH2:13][CH2:14][CH3:15])[CH2:6][CH2:5]2)[C:26]([c:25]1[cH:24][c:23]([O:22][CH3:21])[c:31]([O:32][CH3:33])[cH:30][cH:29]1)=[O:27]. The reactants are COC1=CC=C(C=C1)C=1C=CC(NC1)=O (5-(4-methoxyphenyl)pyridin-2(1H)-one), C(C)OC(CBr)=O (ethylbromoacetate). Conditions: temperature 60 celsius, time 12 hour. Product: COC1=CC=C(C=C1)C=1C=CC(N(C1)CC(=O)OCC)=O (ethyl 2-(5-(4-methoxyphenyl)-2-oxopyridin-1(2H)-yl)acetate). Yield: 90.6%. As a reaction SMILES: [CH3:1][O:2][C:3]1[CH:8]=[CH:7][C:6]([C:9]2[CH:10]=[CH:11][C:12](=[O:15])[NH:13][CH:14]=2)=[CH:5][CH:4]=1.[CH2:16]([O:18][C:19](=[O:22])[CH2:20]Br)[CH3:17]>>[CH3:1][O:2][C:3]1[CH:8]=[CH:7][C:6]([C:9]2[CH:10]=[CH:11][C:12](=[O:15])[N:13]([CH2:20][C:19]([O:18][CH2:16][CH3:17])=[O:22])[CH:14]=2)=[CH:5][CH:4]=1. Reported procedure: According to Scheme 9 Step 1: The title compound was prepared from 5-(4-methoxyphenyl)pyridin-2(1H)-one (1 eq, 3.73 mmol, 0.75 g, Example 7 Step 1) and ethylbromoacetate (1.2 eq, 4.47 mmol, 0.50 mL) according to the procedure described for Example 1 Step 2. The reaction was stirred at 60° C. for 12 hours. The reaction was filtered and concentrated under reduced pressure to yield a yellow oil. The product was triturated from diisopropyl ether to afford ethyl 2-(5-(4-methoxyphenyl)-2-oxopyridin-1(... The reactants are COC=1C=C2C(=CN(C2=CC1)C)C1=CC2=C(N=CC=3N2C(=NC3)C3=CC=CC=C3)N1COCC[Si](C)(C)C (7-(5-Methoxy-1-methyl-1H-indol-3-yl)-1-phenyl-6-((2-(trimethylsilyl)ethoxy)methyl)-6H-imidazo[1,5-a]pyrrolo[2,3-e]pyrazine), C(CN)N (ethylenediamine), CCCC[N+](CCCC)(CCCC)CCCC.[F-] (TBAF). The solvent is CN(C)C=O (DMF), CCOC(=O)C (EtOAc). Conditions: temperature 90 celsius. The product is COC=1C=C2C(=CN(C2=CC1)C)C1=CC2=C(N=CC=3N2C(=NC3)C3=CC=CC=C3)N1 (7-(5-methoxy-1-methyl-1H-indol-3-yl)-1-phenyl-6H-imidazo[1,5-a]pyrrolo[2,3-e]pyrazine). The yield is 9.9%. RXN SMILES: [CH3:1][O:2][C:3]1[CH:4]=[C:5]2[C:9](=[CH:10][CH:11]=1)[N:8]([CH3:12])[CH:7]=[C:6]2[C:13]1[N:30](COCC[Si](C)(C)C)[C:16]2[N:17]=[CH:18][C:19]3[N:20]([C:21]([C:24]4[CH:29]=[CH:28][CH:27]=[CH:26][CH:25]=4)=[N:22][CH:23]=3)[C:15]=2[CH:14]=1.C(N)CN.CCCC[N+](CCCC)(CCCC)CCCC.[F-]>CN(C=O)C.CCOC(C)=O>[CH3:1][O:2][C:3]1[CH:4]=[C:5]2[C:9](=[CH:10][CH:11]=1)[N:8]([CH3:12])[CH:7]=[C:6]2[C:13]1[NH:30][C:16]2[N:17]=[CH:18][C:19]3[N:20]([C:21]([C:24]4[CH:25]=[CH:26][CH:27]=[CH:28][CH:29]=4)=[N:22][CH:23]=3)[C:15]=2[CH:14]=1 |f:2.3|. Procedure details: 7-(5-Methoxy-1-methyl-1H-indol-3-yl)-1-phenyl-6-((2-(trimethylsilyl)ethoxy)methyl)-6H-imidazo[1,5-a]pyrrolo[2,3-e]pyrazine (0.054 g, 0.103 mmol) in DMF (3 mL) was treated with ethylenediamine (0.207 ml, 3.09 mmol) and TBAF (1 M in THF, 0.412 mL, 0.412 mmol). The solution was heated to about 90° C. for about 70 min. The mixture was cooled to ambient temperature and the mixture was diluted with EtOAc (10 mL), washed with water (6 mL), dried over anhydrous MgSO4, filtered, and concentrated to give ...